From a dataset of the Open Reaction Database (ORD), a public repository of structured organic reaction records. describe an organic reaction: reactants, conditions, products, and yield Reactants: COC1=CC=C(C=C1)N(C1=CC=CC2=CC=CC=C12)C1=CC=CC=C1 (N-(4-methoxyphenyl)-N-phenylnaphthalen-1-amine), B(Br)(Br)Br (BBr3), CO (Methanol). Solvent: C(Cl)Cl (DCM). Run at time 8 hour. Product: C1(=CC=CC2=CC=CC=C12)N(C1=CC=C(C=C1)O)C1=CC=CC=C1 (4-(naphthalen-1-yl(phenyl)amino)phenol). Isolated yield 77.0%. RXN SMILES: C[O:2][C:3]1[CH:8]=[CH:7][C:6]([N:9]([C:20]2[CH:25]=[CH:24][CH:23]=[CH:22][CH:21]=2)[C:10]2[C:19]3[C:14](=[CH:15][CH:16]=[CH:17][CH:18]=3)[CH:13]=[CH:12][CH:11]=2)=[CH:5][CH:4]=1.B(Br)(Br)Br.CO>C(Cl)Cl>[C:10]1([N:9]([C:20]2[CH:25]=[CH:24][CH:23]=[CH:22][CH:21]=2)[C:6]2[CH:7]=[CH:8][C:3]([OH:2])=[CH:4][CH:5]=2)[C:19]2[C:14](=[CH:15][CH:16]=[CH:17][CH:18]=2)[CH:13]=[CH:12][CH:11]=1. Procedure details: To a solution of Compound 5 (2.58 g, 7.93 mmol) in DCM (50 mL) was slowly added BBr3 (8.5 mL, 8.5 mmol) at about −78° C. The resulting mixture was stirred overnight under argon while slowly warming up to room temperature. Methanol (60 mL) was added into the flask, and the mixture was stirred for about 3 hours. After concentration to 20 mL, the mixture was poured into DCM (200 mL), then washed with water, brine, and dried over Na2SO4, loaded on silica gel, and purified by flash column (hexanes/et... Starting materials: C(C)OC(=O)C=1N(C(=C(C1C1=CC=C(C=C1)O)C#N)CC)C (4-cyano-5-ethyl-3-(4-hydroxyphenyl)-1-methyl-1H-pyrrole-2-carboxylic acid ethyl ester), [H-].[Na+] (sodium hydride), O (water). The solvent is CN(C)C=O (DMF), CN(C)C=O (DMF), CN(C)C=O (DMF). Reaction conditions: time 30 minute. The product is C(C)OC(=O)C=1N(C(=C(C1C1=CC=C(C=C1)OCCCC#N)C#N)CC)C (4-Cyano-3-[4-(3-cyano-propoxy)-phenyl]-5-ethyl-1-methyl-1H-pyrrole-2-carboxylic acid ethyl ester). Isolated yield 182.3%. RXN SMILES: [CH2:1]([O:3][C:4]([C:6]1[N:7]([CH3:22])[C:8]([CH2:20][CH3:21])=[C:9]([C:18]#[N:19])[C:10]=1[C:11]1[CH:16]=[CH:15][C:14]([OH:17])=[CH:13][CH:12]=1)=[O:5])[CH3:2].[H-].[Na+].O>CN(C=O)C>[CH2:1]([O:3][C:4]([C:6]1[N:7]([CH3:22])[C:8]([CH2:20][CH3:21])=[C:9]([C:18]#[N:19])[C:10]=1[C:11]1[CH:16]=[CH:15][C:14]([O:17][CH2:8][CH2:9][CH2:10][C:6]#[N:7])=[CH:13][CH:12]=1)=[O:5])[CH3:2] |f:1.2|. Procedure: Add dropwise, 4-cyano-5-ethyl-3-(4-hydroxyphenyl)-1-methyl-1H-pyrrole-2-carboxylic acid ethyl ester (prepared in example E-81) (300 mg, 1.0 mmol) in DMF (10 mL) to a stirring solution of 60% sodium hydride (60 mg, 1.5 Eq.) in DMF (30 mL) at room temperature under a nitrogen atmosphere. After 30 minutes, add dropwise, 4-bromobutryonitrile (179 mg, 1.2Eq.) in DMF (10 mL) to the reaction mixture while continuing to stir at room temperature. After 2 hours, pour mixture into water and extract the des... Starting materials: O=C([O-])O, ClCCl, FC(F)(F)c1cc(Cl)c(-n2nccc2NCc2cnccn2)c(Cl)c1, FC(F)(F)SCl, [Na+]. Yields the product FC(F)(F)Sc1cnn(-c2c(Cl)cc(C(F)(F)F)cc2Cl)c1NCc1cnccn1. Reaction SMILES: [C:32](=[O:33])([O-:34])[OH:35].[CH2:37]([Cl:38])[Cl:39].[Cl:1][c:2]1[c:3](-[n:13]2[n:14][cH:15][cH:16][c:17]2[NH:18][CH2:19][c:20]2[n:21][cH:22][cH:23][n:24][cH:25]2)[c:4]([Cl:12])[cH:5][c:6]([C:8]([F:9])([F:10])[F:11])[cH:7]1.[F:26][C:27]([S:28][Cl:29])([F:30])[F:31].[Na+:36]>>[Cl:1][c:2]1[c:3](-[n:13]2[n:14][cH:15][c:16]([S:28][C:27]([F:26])([F:30])[F:31])[c:17]2[NH:18][CH2:19][c:20]2[n:21][cH:22][cH:23][n:24][cH:25]2)[c:4]([Cl:12])[cH:5][c:6]([C:8]([F:9])([F:10])[F:11])[cH:7]1.